Dataset: the Open Reaction Database (ORD), a public repository of structured organic reaction records. Task: describe an organic reaction: reactants, conditions, products, and yield The reactants are CO, CO, CCN(CC)CC(C)Oc1ccc([N+](=O)[O-])cc1Cl, ClCCl, N. Product: CCN(CC)CC(C)Oc1ccc(N)cc1Cl. Reaction SMILES: [CH3:21][OH:22].[CH3:26][OH:27].[Cl:1][c:2]1[c:3]([O:4][CH:5]([CH2:6][N:7]([CH2:8][CH3:9])[CH2:10][CH3:11])[CH3:12])[cH:13][cH:14][c:15]([N+:17]([O-:18])=[O:19])[cH:16]1.[Cl:23][CH2:24][Cl:25].[NH3:20]>>[Cl:1][c:2]1[c:3]([O:4][CH:5]([CH2:6][N:7]([CH2:8][CH3:9])[CH2:10][CH3:11])[CH3:12])[cH:13][cH:14][c:15]([NH2:17])[cH:16]1. Starting materials: FC1=C(C=CC(=C1)[N+](=O)[O-])N1[C@H](CN[C@@H](C1)C)C (racemic-1-(2-fluoro-4-nitrophenyl)-trans-2,5-dimethylpiperazine), FC1=C(C=C(C=C1)[N+](=O)[O-])F (1,2-difluoro-4-nitrobenzene), C[C@@H]1N[C@@H](CNC1)C (cis-2,6-dimethylpiperazine). Yields the product FC1=C(C=CC(=C1)[N+](=O)[O-])N1C[C@H](N[C@H](C1)C)C (1-(2-fluoro-4-nitrophenyl)-cis-3,5-dimethylpiperazine). Isolated yield 103.0%. RXN SMILES: [F:1][C:2]1[CH:7]=[C:6]([N+:8]([O-:10])=[O:9])[CH:5]=[CH:4][C:3]=1[N:11]1[CH2:16][C@@H:15]([CH3:17])[NH:14][CH2:13][C@@H:12]1C.F[C:20]1C=CC([N+]([O-])=O)=CC=1F.C[C@H]1CNC[C@@H](C)N1>>[F:1][C:2]1[CH:7]=[C:6]([N+:8]([O-:10])=[O:9])[CH:5]=[CH:4][C:3]=1[N:11]1[CH2:12][C@H:13]([CH3:20])[NH:14][C@H:15]([CH3:17])[CH2:16]1. Procedure: Crude 1-(2-fluoro-4-nitrophenyl)-cis-3,5-dimethylpiperazine (5.71 g, 103% recovery) is prepared according to the method described above for the synthesis of racemic-1-(2-fluoro-4-nitrophenyl)-trans-2,5-dimethylpiperazine by treatment of 1,2-difluoro-4-nitrobenzene (3.48 g, 21.8 mmol) with cis-2,6-dimethylpiperazine (2.50 g, 21.8 mmol). The crude product is used in the next step without chromatographic purification. LCMS-ESI (m/z): calcd for C12H16FN3O2, 253; [M+H]+ found, 254. The reactants are COc1ccc(-c2c(C(=O)OC(C)(C)C)[nH]c3ccccc23)cc1, CC(C)(C)[O-], CCOC(C)=O, O=S(=O)(Cl)c1cccc(C(F)(F)F)c1, [K+], C1CCOC1. The product is COc1ccc(-c2c(C(=O)OC(C)(C)C)n(S(=O)(=O)c3cccc(C(F)(F)F)c3)c3ccccc23)cc1. RXN SMILES: [C:1]([CH3:2])([CH3:3])([CH3:4])[O:5][C:6](=[O:7])[c:8]1[nH:9][c:10]2[cH:11][cH:12][cH:13][cH:14][c:15]2[c:16]1-[c:17]1[cH:18][cH:19][c:20]([O:23][CH3:24])[cH:21][cH:22]1.[CH3:25][C:26]([CH3:27])([O-:28])[CH3:29].[CH3:50][CH2:51][O:52][C:53](=[O:54])[CH3:55].[Cl:31][S:32](=[O:33])(=[O:34])[c:35]1[cH:36][c:37]([C:41]([F:42])([F:43])[F:44])[cH:38][cH:39][cH:40]1.[K+:30].[O:45]1[CH2:46][CH2:47][CH2:48][CH2:49]1>>[C:1]([CH3:2])([CH3:3])([CH3:4])[O:5][C:6](=[O:7])[c:8]1[n:9]([S:32](=[O:33])(=[O:34])[c:35]2[cH:36][c:37]([C:41]([F:42])([F:43])[F:44])[cH:38][cH:39][cH:40]2)[c:10]2[cH:11][cH:12][cH:13][cH:14][c:15]2[c:16]1-[c:17]1[cH:18][cH:19][c:20]([O:23][CH3:24])[cH:21][cH:22]1. Reactants: C(=O)O (Formic acid), ClC1=C(C=C(C=C1)OC)NC=1C(=NC2=CC=CC=C2N1)NS(=O)(=O)C=1C=C(C(=O)NCC2NCCCC2)C=CC1 (3-(N-(3-(2-chloro-5-methoxyphenylamino)quinoxalin-2-yl)sulfamoyl)-N-(piperidin-2-ylmethyl)benzamide), C=O (formaldehyde). Solvent: CC(=O)N(C)C (DMA). The product is ClC1=C(C=C(C=C1)OC)NC=1C(=NC2=CC=CC=C2N1)NS(=O)(=O)C=1C=C(C(=O)NCC2N(CCCC2)C)C=CC1 (3-(N-(3-(2-chloro-5-methoxyphenylamino)quinoxalin-2-yl)sulfamoyl)-N-((1-methylpiperidin-2-yl)methyl)benzamide). RXN SMILES: [Cl:1][C:2]1[CH:7]=[CH:6][C:5]([O:8][CH3:9])=[CH:4][C:3]=1[NH:10][C:11]1[C:12]([NH:21][S:22]([C:25]2[CH:26]=[C:27]([CH:38]=[CH:39][CH:40]=2)[C:28]([NH:30][CH2:31][CH:32]2[CH2:37][CH2:36][CH2:35][CH2:34][NH:33]2)=[O:29])(=[O:24])=[O:23])=[N:13][C:14]2[C:19]([N:20]=1)=[CH:18][CH:17]=[CH:16][CH:15]=2.[CH:41](O)=O.C=O>CC(N(C)C)=O>[Cl:1][C:2]1[CH:7]=[CH:6][C:5]([O:8][CH3:9])=[CH:4][C:3]=1[NH:10][C:11]1[C:12]([NH:21][S:22]([C:25]2[CH:26]=[C:27]([CH:38]=[CH:39][CH:40]=2)[C:28]([NH:30][CH2:31][CH:32]2[CH2:37][CH2:36][CH2:35][CH2:34][N:33]2[CH3:41])=[O:29])(=[O:24])=[O:23])=[N:13][C:14]2[C:19]([N:20]=1)=[CH:18][CH:17]=[CH:16][CH:15]=2. Procedure: A measured amount of 3-(N-(3-(2-chloro-5-methoxyphenylamino)quinoxalin-2-yl)sulfamoyl)-N-(piperidin-2-ylmethyl)benzamide (299 mg, 0.51 mmol, 1 eq) was dissolved in 2.3 mL of DMA. Formic acid (388 ul, 10.28 mmol, 20 eq) was added to solution with stirring followed by the addition of formaldehyde (508 ul of 37% aq. solution). The reaction was then stirred at room temperature overnight. Analysis of an aliquot of the reaction mixture by LCMS indicated the complete consumption of starting material. T... Starting materials: OC1=CC=2C(C3=CC=CC=C3OC2C=C1)=O (2-hydroxyxanthone), CC(C)([O-])C.[K+] (potassium tert-butoxide), BrCCCCC(=O)OCC (ethyl 5-bromovalerate). The solvent is CN(C)C=O (DMF), CN(C)C=O (DMF). Run at temperature 25 celsius, time 1.5 hour. The product is O=C1C2=CC=CC=C2OC=2C=CC(=CC12)OCCCCC(=O)OCC (Ethyl 5-(9-oxoxanthen-2-oxy)valerate). RXN SMILES: [OH:1][C:2]1[CH:15]=[CH:14][C:13]2[O:12][C:11]3[C:6](=[CH:7][CH:8]=[CH:9][CH:10]=3)[C:5](=[O:16])[C:4]=2[CH:3]=1.CC(C)([O-])C.[K+].Br[CH2:24][CH2:25][CH2:26][CH2:27][C:28]([O:30][CH2:31][CH3:32])=[O:29]>CN(C=O)C>[O:16]=[C:5]1[C:4]2[CH:3]=[C:2]([O:1][CH2:24][CH2:25][CH2:26][CH2:27][C:28]([O:30][CH2:31][CH3:32])=[O:29])[CH:15]=[CH:14][C:13]=2[O:12][C:11]2[C:6]1=[CH:7][CH:8]=[CH:9][CH:10]=2 |f:1.2|. Reported procedure: 2-hydroxyxanthone (7.7 g, 36 mmol) prepared as described in Example 1, was dissolved in DMF (50 mL), and potassium tert-butoxide (4.6 g, 41 mmol) was added in one portion. The mixture was stirred under N2 at 25° C. for 1.5 hours, and then ethyl 5-bromovalerate (8.74 g, 42 mmol) in DMF (20 mL) was added dropwise over 20 minutes. The reaction mixture was heated at 115° C. for 11 hours, then cooled, filtered, and washed with EtOAc (2×10 mL). The filtrate was concentrated to provide a light-brown oi...